describe an organic reaction: reactants, conditions, products, and yield From a dataset of the Open Reaction Database (ORD), a public repository of structured organic reaction records. The reactants are OC1=C(C=C(CC2=CC(=C(C=C2C)O)C)C=C1)C (4-(4-hydroxy-3-methylbenzyl)-2,5-dimethylphenol), [OH-].[Na+] (sodium hydroxide), O (water), C=O (formaldehyde), C(C)(=O)O (acetic acid). Conditions: temperature 40 celsius, time 1 hour. Product: OCC1=C(C(=CC(=C1C)CC1=CC(=C(C(=C1)C)O)CO)C)O (2-hydroxymethyl-4-(4-hydroxy-3-hydroxymethyl-5-methylbenzyl)-3,6-dimethylphenol). Isolated yield 60.8%. RXN SMILES: [OH:1][C:2]1[CH:17]=[CH:16][C:5]([CH2:6][C:7]2[C:12]([CH3:13])=[CH:11][C:10]([OH:14])=[C:9]([CH3:15])[CH:8]=2)=[CH:4][C:3]=1[CH3:18].[OH-:19].[Na+].O.[CH2:22]=O.[C:24](O)(=[O:26])C>>[OH:26][CH2:24][C:11]1[C:12]([CH3:13])=[C:7]([CH2:6][C:5]2[CH:16]=[C:17]([CH3:22])[C:2]([OH:1])=[C:3]([CH2:18][OH:19])[CH:4]=2)[CH:8]=[C:9]([CH3:15])[C:10]=1[OH:14] |f:1.2|. Procedure: Into a 100 ml four-necked flask were charged 12.12 g of above-obtained 4-(4-hydroxy-3-methylbenzyl)-2,5-dimethylphenol having a purity of 90.05%,4.8 g of sodium hydroxide and 48 g of water. While stirring at 40° C., 24.35 g of 37% formaldehyde was added dropwise thereto over 1 hour, and the reaction was conducted for 2 more hours. After completion of the reaction, 10 g of 90% aqueous acetic acid solution was added for neutralization and then the mixture was cooled to 25° C. The resulting mixture... Starting materials: CC1COC(Cn2cncn2)(c2ccc(Cl)cc2Cl)O1, CCC1COC(Cn2cncn2)(c2ccc(Cl)cc2Cl)O1, CCCC1COC(Cn2cncn2)(c2ccc(Cl)cc2Cl)O1, CCCCCC1COC(Cn2cncn2)(c2ccc(Cl)cc2Cl)O1. Product: Clc1ccc(C2(Cn3cncn3)OCCO2)c(Cl)c1. Reaction SMILES: [Cl:1][c:2]1[c:3]([C:9]2([CH2:15][n:16]3[n:17][cH:18][n:19][cH:20]3)[O:10][CH2:11][CH:12]([CH3:14])[O:13]2)[cH:4][cH:5][c:6]([Cl:8])[cH:7]1.[Cl:21][c:22]1[cH:23][c:24]([Cl:25])[cH:26][cH:27][c:28]1[C:29]1([CH2:30][n:31]2[cH:32][n:33][cH:34][n:35]2)[O:36][CH:37]([CH2:38][CH3:39])[CH2:40][O:41]1.[Cl:42][c:43]1[cH:44][c:45]([Cl:46])[cH:47][cH:48][c:49]1[C:50]1([CH2:51][n:52]2[cH:53][n:54][cH:55][n:56]2)[O:57][CH:58]([CH2:59][CH2:60][CH3:61])[CH2:62][O:63]1.[Cl:64][c:65]1[cH:66][c:67]([Cl:68])[cH:69][cH:70][c:71]1[C:72]1([CH2:73][n:74]2[cH:75][n:76][cH:77][n:78]2)[O:79][CH:80]([CH2:81][CH2:82][CH2:83][CH2:84][CH3:85])[CH2:86][O:87]1>>[Cl:1][c:2]1[c:3]([C:9]2([CH2:15][n:16]3[n:17][cH:18][n:19][cH:20]3)[O:10][CH2:11][CH2:12][O:13]2)[cH:4][cH:5][c:6]([Cl:8])[cH:7]1. Reactants: C(C)OC(=O)C=1C(=C2C(=CN1)N(C(=C2)C2=CC=C(C=C2)F)C2=CC=CC=C2)O (2-(4-fluoro-phenyl)-4-hydroxy-1-phenyl-1H-pyrrolo[2,3-c]pyridine-5-carboxylic acid ethyl ester), C(C)OC(=O)C=1C(=C2C(=CN1)N(C(=C2Br)C(C)(C)C)C2=CC=C(C=C2)F)O (3-bromo-2-tert-butyl-1-(4-fluoro-phenyl)-4-hydroxy-1H-pyrrolo[2,3-c]pyridine-5-carboxylic acid ethyl ester). The product is C(C)OC(=O)C=1C(=C2C(=CN1)N(C(=C2)C(C)(C)C)C2=CC=C(C=C2)F)O (2-tert-Butyl-1-(4-fluoro-phenyl)-4-hydroxy-1H-pyrrolo[2,3-c]pyridine-5-carboxylic acid ethyl ester). As a reaction SMILES: C(OC(C1C(O)=C2C=C(C3C=CC(F)=CC=3)N(C3C=CC=CC=3)C2=CN=1)=O)C.[CH2:29]([O:31][C:32]([C:34]1[C:35]([OH:55])=[C:36]2[C:42](Br)=[C:41]([C:44]([CH3:47])([CH3:46])[CH3:45])[N:40]([C:48]3[CH:53]=[CH:52][C:51]([F:54])=[CH:50][CH:49]=3)[C:37]2=[CH:38][N:39]=1)=[O:33])[CH3:30]>>[CH2:29]([O:31][C:32]([C:34]1[C:35]([OH:55])=[C:36]2[CH:42]=[C:41]([C:44]([CH3:47])([CH3:46])[CH3:45])[N:40]([C:48]3[CH:49]=[CH:50][C:51]([F:54])=[CH:52][CH:53]=3)[C:37]2=[CH:38][N:39]=1)=[O:33])[CH3:30]. Procedure: Prepared in analogy to that of 2-(4-fluoro-phenyl)-4-hydroxy-1-phenyl-1H-pyrrolo[2,3-c]pyridine-5-carboxylic acid ethyl ester from 3-bromo-2-tert-butyl-1-(4-fluoro-phenyl)-4-hydroxy-1H-pyrrolo[2,3-c]pyridine-5-carboxylic acid ethyl ester. The title compound, ESI MS (m/z): 357 (M+H+). The reactants are COC(=O)C=1C=C2C(C=C(OC2=CC1)C1=CC=2N(C=N1)C=CC2)=NOC(C)(C)C (4-(tert-Butoxyimino)-2-pyrrolo[1,2-c]pyrimidin-3-yl-4H-chromene-6-carboxylic acid methyl ester), solution, CC(C)C[AlH]CC(C)C (DIBAL-H), solution, CC(C)C[AlH]CC(C)C (DIBAL-H), aqueous solution, Cl (hydrogen chloride). Run in ClCCl (dichloromethane), C1CCOC1 (THF), C1CCOC1 (THF). Yields the product C(C)(C)(C)ON=C1C=C(OC2=CC=C(C=C12)CO)C1=CC=2N(C=N1)C=CC2 (6-Hydroxymethyl-2-pyrrolo[1,2-c]pyrimidin-3-yl-chromen-4-one O-tert-butyl-oxime). Reaction SMILES: C[O:2][C:3]([C:5]1[CH:6]=[C:7]2[C:12](=[CH:13][CH:14]=1)[O:11][C:10]([C:15]1[N:20]=[CH:19][N:18]3[CH:21]=[CH:22][CH:23]=[C:17]3[CH:16]=1)=[CH:9][C:8]2=[N:24][O:25][C:26]([CH3:29])([CH3:28])[CH3:27])=O.CC(C[AlH]CC(C)C)C.Cl>ClCCl.C1COCC1>[C:26]([O:25][N:24]=[C:8]1[C:7]2[C:12](=[CH:13][CH:14]=[C:5]([CH2:3][OH:2])[CH:6]=2)[O:11][C:10]([C:15]2[N:20]=[CH:19][N:18]3[CH:21]=[CH:22][CH:23]=[C:17]3[CH:16]=2)=[CH:9]1)([CH3:29])([CH3:27])[CH3:28]. Reported procedure: To a solution of 4-(tert-Butoxyimino)-2-pyrrolo[1,2-c]pyrimidin-3-yl-4H-chromene-6-carboxylic acid methyl ester (example 115B) (574 mg, 1.46 mmol) in dichloromethane (9 ml) at 0° C. was added a 1M solution of DIBAL-H in THF (12.8 ml). After 2 hours at 0° C. an additional amount of 1M solution of DIBAL-H in THF (6 ml) was added to complete the reaction. After hydrolysis with a 1M aqueous solution of hydrogen chloride, the reaction mixture was extracted with ethyl acetate. The organic layers were ... Starting materials: NC1(CCOCC1)C#N (4-amino-4-cyano-tetrahydropyran), CC(C)(C)C[C@@H](C(=O)O)N (L-neopentyl glycine), C(C)(=O)NC1=CC=C(C(=O)O)C=C1 (4-acetylaminobenzoic acid). Product: C(C)(=O)NC1=CC=C(C(=O)NC(CC(C)(C)C)C(NC2(CCOCC2)C#N)=O)C=C1 (4-Acetylamino-N-[1-(4-cyano-tetrahydro-pyran-4-ylcarbamoyl)-3,3-dimethyl-butyl]-benzamide). Reaction SMILES: [NH2:1][C:2]1([C:8]#[N:9])[CH2:7][CH2:6][O:5][CH2:4][CH2:3]1.[CH3:10][C:11]([CH2:14][C@H:15]([NH2:19])[C:16]([OH:18])=O)([CH3:13])[CH3:12].[C:20]([NH:23][C:24]1[CH:32]=[CH:31][C:27]([C:28](O)=[O:29])=[CH:26][CH:25]=1)(=[O:22])[CH3:21]>>[C:20]([NH:23][C:24]1[CH:32]=[CH:31][C:27]([C:28]([NH:19][CH:15]([C:16](=[O:18])[NH:1][C:2]2([C:8]#[N:9])[CH2:7][CH2:6][O:5][CH2:4][CH2:3]2)[CH2:14][C:11]([CH3:10])([CH3:12])[CH3:13])=[O:29])=[CH:26][CH:25]=1)(=[O:22])[CH3:21]. Reported procedure: The title compound was prepared from 4-amino-4-cyano-tetrahydropyran, L-neopentyl glycine and 4-acetylaminobenzoic acid analogous to the procedure described in Example 24. The reactants are C(C)N(CC)CC1=C(C=C(S1)C1=NC(=NO1)C1=CC=C(C=C1)CCN)C (2-{4-[5-(5-diethylaminomethyl-4-methyl-thiophen-2-yl)-[1,2,4]oxadiazol-3-yl]-phenyl}-ethylamine), OCCC(=O)O (3-hydroxypropionic acid). The product is C(C)N(CC)CC1=C(C=C(S1)C1=NC(=NO1)C1=CC=C(C=C1)CCNC(CCO)=O)C (N-(2-{4-[5-(5-Diethylaminomethyl-4-methyl-thiophen-2-yl)-[1,2,4]oxadiazol-3-yl]-phenyl}-ethyl)-3-hydroxy-propionamide). Isolated yield 5.0%. Reaction SMILES: [CH2:1]([N:3]([CH2:6][C:7]1[S:11][C:10]([C:12]2[O:16][N:15]=[C:14]([C:17]3[CH:22]=[CH:21][C:20]([CH2:23][CH2:24][NH2:25])=[CH:19][CH:18]=3)[N:13]=2)=[CH:9][C:8]=1[CH3:26])[CH2:4][CH3:5])[CH3:2].[OH:27][CH2:28][CH2:29][C:30](O)=[O:31]>>[CH2:1]([N:3]([CH2:6][C:7]1[S:11][C:10]([C:12]2[O:16][N:15]=[C:14]([C:17]3[CH:18]=[CH:19][C:20]([CH2:23][CH2:24][NH:25][C:28](=[O:27])[CH2:29][CH2:30][OH:31])=[CH:21][CH:22]=3)[N:13]=2)=[CH:9][C:8]=1[CH3:26])[CH2:4][CH3:5])[CH3:2]. Procedure details: The title compound (3 mg) is prepared in analogy to Example 163 by coupling 2-{4-[5-(5-diethylaminomethyl-4-methyl-thiophen-2-yl)-[1,2,4]oxadiazol-3-yl]-phenyl}-ethylamine (50 mg, 135 μmol) with 3-hydroxypropionic acid (18 mg, 202 μmol); LC-MS: tR=0.71 min; [M+1]+=442.76. Product: CCOC(=O)c1ccc2c(c1)CC(C)(C)C(c1ccccc1Br)N2. Reaction SMILES: [CH2:1]([CH3:2])[O:3][C:4](=[O:5])[c:6]1[cH:7][c:8]2[c:13]([cH:14][cH:15]1)[NH:12][CH:11]([c:16]1[c:17]([Br:22])[cH:18][cH:19][cH:20][cH:21]1)[C:10]([CH3:23])([CH3:24])[CH:9]2[OH:25].[CH2:33]([SiH:34]([CH2:35][CH3:36])[CH2:37][CH3:38])[CH3:39].[OH:26][C:27]([C:28]([F:29])([F:30])[F:31])=[O:32]>>[CH2:1]([CH3:2])[O:3][C:4](=[O:5])[c:6]1[cH:7][c:8]2[c:13]([cH:14][cH:15]1)[NH:12][CH:11]([c:16]1[c:17]([Br:22])[cH:18][cH:19][cH:20][cH:21]1)[C:10]([CH3:23])([CH3:24])[CH2:9]2. Starting materials: CCOC(=O)c1ccc2c(c1)C(O)C(C)(C)C(c1ccccc1Br)N2, CC[SiH](CC)CC, O=C(O)C(F)(F)F. Conditions: temperature 200 celsius, time 1 hour. Reported procedure: Under nitrogen atmosphere, 4-bromo-8-((S)-2,2-dimethyl-[1,3]dioxolan-4-yl methoxy)-6,6-dimethyl-11-oxo-6,11-dihydro-5H-benzo[b]carbazole-3-carbonitrile (Compound U6, 20.0 mg, 40.37 μmol) was dissolved in DMA (0.35 mL), added with copper (I) cyanide (18.1 mg, 201.9 μmol), and stirred at 200° C. for 1 hr under irradiation with microwave. The reaction solution was poured into water, extracted with ethyl acetate, washed with water and saturated brine, dried over sodium sulfate, and then filtered. Th... Solvent: CC(=O)N(C)C (DMA). The product is CC1(OC[C@@H](O1)COC=1C=CC2=C(C(C=3NC4=C(C(=CC=C4C3C2=O)C#N)C#N)(C)C)C1)C (8-((S)-2,2-Dimethyl-[1,3]dioxolan-4-ylmethoxy)-6,6-dimethyl-11-oxo-6,11-dihydro-5H-benzo[b]carbazole-3,4-dicarbonitrile), crude product. Reaction SMILES: Br[C:2]1[C:3]([C:31]#[N:32])=[CH:4][CH:5]=[C:6]2[C:14]=1[NH:13][C:12]1[C:11]([CH3:16])([CH3:15])[C:10]3[CH:17]=[C:18]([O:21][CH2:22][C@H:23]4[CH2:27][O:26][C:25]([CH3:29])([CH3:28])[O:24]4)[CH:19]=[CH:20][C:9]=3[C:8](=[O:30])[C:7]2=1.[Cu][C:34]#[N:35].O>CC(N(C)C)=O>[CH3:29][C:25]1([CH3:28])[O:24][C@@H:23]([CH2:22][O:21][C:18]2[CH:19]=[CH:20][C:9]3[C:8](=[O:30])[C:7]4[C:6]5[C:14](=[C:2]([C:34]#[N:35])[C:3]([C:31]#[N:32])=[CH:4][CH:5]=5)[NH:13][C:12]=4[C:11]([CH3:15])([CH3:16])[C:10]=3[CH:17]=2)[CH2:27][O:26]1. Reactants: BrC=1C(=CC=C2C=3C(C4=C(C(C3NC12)(C)C)C=C(C=C4)OC[C@@H]4OC(OC4)(C)C)=O)C#N (4-bromo-8-((S)-2,2-dimethyl-[1,3]dioxolan-4-yl methoxy)-6,6-dimethyl-11-oxo-6,11-dihydro-5H-benzo[b]carbazole-3-carbonitrile), O (water), [Cu]C#N (copper (I) cyanide).